From a dataset of the Open Reaction Database (ORD), a public repository of structured organic reaction records. describe an organic reaction: reactants, conditions, products, and yield Reactants: NC1CCCc2ccccc21, O=Cc1cccc(Oc2ccc(Cl)cc2)c1. Product: Clc1ccc(Oc2cccc(CNC3CCCc4ccccc43)c2)cc1. RXN SMILES: [CH:17]1([NH2:27])[CH2:18][CH2:19][CH2:20][c:21]2[cH:22][cH:23][cH:24][cH:25][c:26]21.[Cl:1][c:2]1[cH:3][cH:4][c:5]([O:6][c:7]2[cH:8][c:9]([CH:10]=[O:11])[cH:12][cH:13][cH:14]2)[cH:15][cH:16]1>>[Cl:1][c:2]1[cH:3][cH:4][c:5]([O:6][c:7]2[cH:8][c:9]([CH2:10][NH:27][CH:17]3[CH2:18][CH2:19][CH2:20][c:21]4[cH:22][cH:23][cH:24][cH:25][c:26]43)[cH:12][cH:13][cH:14]2)[cH:15][cH:16]1. Reactants: O (water), CC=1C=C2C(=CC1C)N(C3=NC(=O)NC(=O)C3=N2)C[C@@H]([C@@H]([C@@H](CO)O)O)O (E101), FC1=C(C(=O)NC2=NN(C=C2)CC2=C(C=C(C=C2)OCC2=CC=CC=C2)C)C(=CC=C1)F (2,6-difluoro-N-[1-({2-methyl-4-[(phenylmethyl)oxy]phenyl}methyl)-1H-pyrazol-3-yl]benzamide). The reagents and catalysts are [Pd] (palladium on carbon). Solvent: C(C)(=O)OCC (ethyl acetate). Reaction conditions: time 1.5 hour. The product is FC1=C(C(=O)NC2=NN(C=C2)CC2=C(C=C(C=C2)O)C)C(=CC=C1)F (2,6-Difluoro-N-{1-[(4-hydroxy-2-methylphenyl)methyl]-1H-pyrazol-3-yl}benzamide). Reaction SMILES: O.CC1C=C2N=C3C(=NC(NC3=O)=O)N(C[C@H](O)[C@H](O)[C@H](O)CO)C2=CC=1C.[F:29][C:30]1[CH:59]=[CH:58][CH:57]=[C:56]([F:60])[C:31]=1[C:32]([NH:34][C:35]1[CH:39]=[CH:38][N:37]([CH2:40][C:41]2[CH:46]=[CH:45][C:44]([O:47]CC3C=CC=CC=3)=[CH:43][C:42]=2[CH3:55])[N:36]=1)=[O:33]>[Pd].C(OCC)(=O)C>[F:29][C:30]1[CH:59]=[CH:58][CH:57]=[C:56]([F:60])[C:31]=1[C:32]([NH:34][C:35]1[CH:39]=[CH:38][N:37]([CH2:40][C:41]2[CH:46]=[CH:45][C:44]([OH:47])=[CH:43][C:42]=2[CH3:55])[N:36]=1)=[O:33]. Procedure: To 10% palladium on carbon 50% wt water, degussa type E101 NE/W (406 mg, 3.82 mmol) was added under vacuum a solution of 2,6-difluoro-N-[1-({2-methyl-4-[(phenylmethyl)oxy]phenyl}methyl)-1H-pyrazol-3-yl]benzamide (for a preparation see Example 47)(1.79 g, 4.13 mmol) in ethyl acetate (30 ml). The suspension was hydrogenated at ambient temperature for 1.5 h. The suspension was filtered through a celite cartridge (10 g) and the cartridge washed with methanol (100 ml). The solvent was removed in vacu... Starting materials: CCCCC(CN1C(=O)c2ccccc2C1=O)c1ccc2c(c1)OCO2, CO, NN. Yields the product CCCCC(CN)c1ccc2c(c1)OCO2. Reaction SMILES: [CH2:1]1[O:2][c:3]2[cH:4][c:5]([CH:10]([CH2:11][N:12]3[C:13](=[O:14])[c:15]4[cH:16][cH:17][cH:18][cH:19][c:20]4[C:21]3=[O:22])[CH2:23][CH2:24][CH2:25][CH3:26])[cH:6][cH:7][c:8]2[O:9]1.[CH3:29][OH:30].[NH2:27][NH2:28]>>[CH2:1]1[O:2][c:3]2[cH:4][c:5]([CH:10]([CH2:11][NH2:12])[CH2:23][CH2:24][CH2:25][CH3:26])[cH:6][cH:7][c:8]2[O:9]1. The reactants are CCN1CCC(O)(c2ccccc2CO)CC1, O=CO. Yields the product CCN1CCC2(CC1)OCc1ccccc12. As a reaction SMILES: [CH2:1]([CH3:2])[N:3]1[CH2:4][CH2:5][C:6]([c:9]2[c:10]([CH2:15][OH:16])[cH:11][cH:12][cH:13][cH:14]2)([OH:17])[CH2:7][CH2:8]1.[CH:18]([OH:19])=[O:20]>>[CH2:1]([CH3:2])[N:3]1[CH2:4][CH2:5][C:6]2([CH2:7][CH2:8]1)[c:9]1[c:10]([cH:11][cH:12][cH:13][cH:14]1)[CH2:15][O:17]2. Starting materials: CCCCCO, COC(=O)c1cccc(N)c1, CC(C)O, Clc1nc(Cl)c2[nH]cnc2n1. Product: COC(=O)c1cccc(Nc2nc(Cl)nc3[nH]cnc23)c1. As a reaction SMILES: [CH2:27]([OH:28])[CH2:29][CH2:30][CH2:31][CH3:32].[CH3:12][O:13][C:14]([c:15]1[cH:16][c:17]([NH2:21])[cH:18][cH:19][cH:20]1)=[O:22].[CH:23]([OH:24])([CH3:25])[CH3:26].[Cl:1][c:2]1[n:3][c:4]([Cl:11])[c:5]2[nH:6][cH:7][n:8][c:9]2[n:10]1>>[Cl:1][c:2]1[n:3][c:4]([NH:21][c:17]2[cH:16][c:15]([C:14]([O:13][CH3:12])=[O:22])[cH:20][cH:19][cH:18]2)[c:5]2[n:6][cH:7][nH:8][c:9]2[n:10]1. The reactants are [Li+].CC(C)[N-]C(C)C (LDA), C(C)(C)OC1=CC2=C(N(C(N(C2=O)CCCOC2OCCCC2)=O)C)N=C1 (6-isopropoxy-1-methyl-3-(3-(tetrahydro-2H-pyran-2-yloxy)propyl)pyrido[2,3-d]pyrimidine-2,4(1H,3H)-dione), ClC1=CC=C(C=O)C=C1 (4-chlorobenzaldehyde). The solvent is C1CCOC1 (THF), C1CCOC1 (THF). Reaction conditions: temperature -78 celsius, time 1 hour. The product is ClC1=CC=C(C=C1)C(C1=C(C=NC=2N(C(N(C(C21)=O)CCCOC2OCCCC2)=O)C)OC(C)C)O (5-((4-chlorophenyl)(hydroxy)methyl)-6-isopropoxy-1-methyl-3-(3-(tetrahydro-2H-pyran-2-yloxy) propyl)pyrido[2,3-d]pyrimidine-2,4(1H,3H)-dione). The yield is 53.7%. RXN SMILES: [CH:1]([O:4][C:5]1[CH:27]=[N:26][C:8]2[N:9]([CH3:25])[C:10](=[O:24])[N:11]([CH2:14][CH2:15][CH2:16][O:17][CH:18]3[CH2:23][CH2:22][CH2:21][CH2:20][O:19]3)[C:12](=[O:13])[C:7]=2[CH:6]=1)([CH3:3])[CH3:2].[Li+].CC([N-]C(C)C)C.[Cl:36][C:37]1[CH:44]=[CH:43][C:40]([CH:41]=[O:42])=[CH:39][CH:38]=1>C1COCC1>[Cl:36][C:37]1[CH:44]=[CH:43][C:40]([CH:41]([OH:42])[C:6]2[C:7]3[C:12](=[O:13])[N:11]([CH2:14][CH2:15][CH2:16][O:17][CH:18]4[CH2:23][CH2:22][CH2:21][CH2:20][O:19]4)[C:10](=[O:24])[N:9]([CH3:25])[C:8]=3[N:26]=[CH:27][C:5]=2[O:4][CH:1]([CH3:3])[CH3:2])=[CH:39][CH:38]=1 |f:1.2|. Procedure: To a solution of 6-isopropoxy-1-methyl-3-(3-(tetrahydro-2H-pyran-2-yloxy)propyl)pyrido[2,3-d]pyrimidine-2,4(1H,3H)-dione (87 mg, 0.23 mmol) in THF (5 mL) cooled to −78° C. was added LDA (2.0 M in THF, 0.6 mL, 1.15 mmol) dropwise. The reaction was stirred at −78° C. for 1 h then a solution of 4-chlorobenzaldehyde (64.8 mg, 0.46 mmol) in THF (1 mL) was added dropwise. The reaction was stirred at −78° C. for 1 h, quenched with aq. NH4Cl (5 mL), diluted with water (25 mL) then extracted with EA (3×2...